Task: describe an organic reaction: reactants, conditions, products, and yield. Dataset: the Open Reaction Database (ORD), a public repository of structured organic reaction records The reactants are CN1C=CC2=C1N=CN=C2N2C=C(C=1C2=NC=CC1)C(=O)O (1-(7-methyl-7H-pyrrolo[2,3-d]pyrimidin-4-yl)-1H-pyrrolo[2,3-b]pyridine-3-carboxylic acid), S(=O)(Cl)Cl (thionyl chloride). Solvent: C(Cl)(Cl)Cl (chloroform). Run at temperature 20 celsius. Product: ClC(=O)C1=CN(C2=NC=CC=C21)C=2C1=C(N=CN2)N(C=C1)C (3-chlorocarbonyl-1-(7-methyl-7H-pyrrolo[2,3-d]pyrimidin-4-yl)-1H-pyrrolo[2,3-b]pyridine). Yield: 125.3%. As a reaction SMILES: [CH3:1][N:2]1[C:6]2[N:7]=[CH:8][N:9]=[C:10]([N:11]3[C:15]4=[N:16][CH:17]=[CH:18][CH:19]=[C:14]4[C:13]([C:20]([OH:22])=O)=[CH:12]3)[C:5]=2[CH:4]=[CH:3]1.S(Cl)([Cl:25])=O>C(Cl)(Cl)Cl>[Cl:25][C:20]([C:13]1[C:14]2[C:15](=[N:16][CH:17]=[CH:18][CH:19]=2)[N:11]([C:10]2[C:5]3[CH:4]=[CH:3][N:2]([CH3:1])[C:6]=3[N:7]=[CH:8][N:9]=2)[CH:12]=1)=[O:22]. Reported procedure: To 0.93 g (3.2 mmol) of 1-(7-methyl-7H-pyrrolo[2,3-d]pyrimidin-4-yl)-1H-pyrrolo[2,3-b]pyridine-3-carboxylic acid in 20 cm3 of chloroform at about 20° C. and under argon atmosphere, was added dropwise 10 cm3 (0.14 mol) of thionyl chloride. The reaction mixture was then heated and stirred at reflux temperature for 1 hour, and then it was cooled to about 20° C. and concentrated to dryness in vacuo (2.7 kPa). The residue was taken up in 20 cm3 of chloform and concentrated to dryness in vacuo (2.7 kP... Reactants: CCCCCCCCP(CCCCCCCC)C(C)CC, O, OO. Yields the product CCCCCCCCP(=O)(CCCCCCCC)C(C)CC. Reaction SMILES: [CH:3]([CH3:4])([CH2:5][CH3:6])[P:7]([CH2:8][CH2:9][CH2:10][CH2:11][CH2:12][CH2:13][CH2:14][CH3:15])[CH2:16][CH2:17][CH2:18][CH2:19][CH2:20][CH2:21][CH2:22][CH3:23].[OH2:24].[OH:1][OH:2]>>[O:1]=[P:7]([CH:3]([CH3:4])[CH2:5][CH3:6])([CH2:8][CH2:9][CH2:10][CH2:11][CH2:12][CH2:13][CH2:14][CH3:15])[CH2:16][CH2:17][CH2:18][CH2:19][CH2:20][CH2:21][CH2:22][CH3:23].